Dataset: the Open Reaction Database (ORD), a public repository of structured organic reaction records. Task: describe an organic reaction: reactants, conditions, products, and yield Reactants: CC(C)I, [H-], [Na+], CN(C)C=O, O, COC(=O)c1c[nH]c2ccccc12. The product is COC(=O)c1cn(C(C)C)c2ccccc12. RXN SMILES: [CH:16]([CH3:17])([CH3:18])[I:19].[H-:1].[Na+:2].[O:21]=[CH:22][N:23]([CH3:24])[CH3:25].[OH2:20].[nH:3]1[cH:4][c:5]([C:12](=[O:13])[O:14][CH3:15])[c:6]2[cH:7][cH:8][cH:9][cH:10][c:11]12>>[n:3]1([CH:16]([CH3:17])[CH3:18])[cH:4][c:5]([C:12](=[O:13])[O:14][CH3:15])[c:6]2[cH:7][cH:8][cH:9][cH:10][c:11]12. Reactants: NC=1C(=NC(=CC1)Cl)C(=O)O (3-amino-6-chloro-pyridine-2-carboxylic acid), C(=O)(O)[O-].[Na+] (NaHCO3), B.C1CCOC1 (BH3-THF), Cl (HCl). Solvent: C1CCOC1 (THF), O (H2O). Reaction conditions: temperature 20 celsius, time 2 day. Yields the product NC=1C(=NC(=CC1)Cl)CO ((3-amino-6-chloro-pyridin-2-yl)-methanol). Reaction SMILES: [NH2:1][C:2]1[C:3]([C:9](O)=[O:10])=[N:4][C:5]([Cl:8])=[CH:6][CH:7]=1.B.C1COCC1.Cl.C([O-])(O)=O.[Na+]>C1COCC1.O>[NH2:1][C:2]1[C:3]([CH2:9][OH:10])=[N:4][C:5]([Cl:8])=[CH:6][CH:7]=1 |f:1.2,4.5|. Procedure details: 3-amino-6-chloro-pyridine-2-carboxylic acid (95 mg, 0.55 mmol) is taken up in THF (1 mL) and combined with BH3-THF complex (2.2 mL, 2.2 mmol, 1 M in THF). The reaction mixture is stirred for 2 d at 20° C. The reaction is ended with dilute HCl and H2O, then neutralised with NaHCO3, extracted with EtOAc, the organic phase is dried on MgSO4, the solvent is eliminated in vacuo and (3-amino-6-chloro-pyridin-2-yl)-methanol is obtained (HPLC-MS: tRet.=0.79 min, MS(M+H)+=159; method AFEC).